Dataset: the Open Reaction Database (ORD), a public repository of structured organic reaction records. Task: describe an organic reaction: reactants, conditions, products, and yield Reactants: OCCCCCCCCCBr, CCN(C(C)C)C(C)C, CS(C)=O, ClCCl, O, O=S(=O)=O, c1ccncc1. The product is O=CCCCCCCCCBr. As a reaction SMILES: [Br:14][CH2:15][CH2:16][CH2:17][CH2:18][CH2:19][CH2:20][CH2:21][CH2:22][CH2:23][OH:24].[CH2:1]([N:2]([CH:3]([CH3:4])[CH3:5])[CH:6]([CH3:7])[CH3:8])[CH3:9].[CH3:10][S:11]([CH3:12])=[O:13].[Cl:35][CH2:36][Cl:37].[OH2:38].[S:31](=[O:32])(=[O:33])=[O:34].[n:25]1[cH:26][cH:27][cH:28][cH:29][cH:30]1>>[Br:14][CH2:15][CH2:16][CH2:17][CH2:18][CH2:19][CH2:20][CH2:21][CH2:22][CH:23]=[O:24]. The reactants are CN(C)CCCC1CNc2ccccc21, COc1cc2ncnc(Cl)c2cc1OC, Cl, CN(C)C=O. Product: COc1cc2ncnc(N3CC(CCCN(C)C)c4ccccc43)c2cc1OC. RXN SMILES: [CH3:2][N:3]([CH3:4])[CH2:5][CH2:6][CH2:7][CH:8]1[CH2:9][NH:10][c:11]2[cH:12][cH:13][cH:14][cH:15][c:16]21.[Cl:17][c:18]1[n:19][cH:20][n:21][c:22]2[cH:23][c:24]([O:30][CH3:31])[c:25]([O:28][CH3:29])[cH:26][c:27]12.[ClH:1].[O:32]=[CH:33][N:34]([CH3:35])[CH3:36]>>[CH3:2][N:3]([CH3:4])[CH2:5][CH2:6][CH2:7][CH:8]1[CH2:9][N:10]([c:18]2[n:19][cH:20][n:21][c:22]3[cH:23][c:24]([O:30][CH3:31])[c:25]([O:28][CH3:29])[cH:26][c:27]23)[c:11]2[cH:12][cH:13][cH:14][cH:15][c:16]21.